Dataset: the Open Reaction Database (ORD), a public repository of structured organic reaction records. Task: describe an organic reaction: reactants, conditions, products, and yield The reactants are NCCCCO (4-amino-butan-1-ol), C1=C(C=CC2=CC=CC=C12)C(=O)Cl (naphthalen-2-carboxylic acid chloride), ice water. The solvent is O1CCOCC1 (dioxane), O1CCOCC1 (dioxane). Conditions: time 8 hour. Yields the product OCCCCNC(=O)C1=CC2=CC=CC=C2C=C1 (naphthalene-2-carboxylic acid (4-hydroxy-butyl)-amide). Reaction SMILES: [CH:1]1[C:10]2[C:5](=[CH:6][CH:7]=[CH:8][CH:9]=2)[CH:4]=[CH:3][C:2]=1[C:11](Cl)=[O:12].[NH2:14][CH2:15][CH2:16][CH2:17][CH2:18][OH:19]>O1CCOCC1>[OH:19][CH2:18][CH2:17][CH2:16][CH2:15][NH:14][C:11]([C:2]1[CH:3]=[CH:4][C:5]2[C:10](=[CH:9][CH:8]=[CH:7][CH:6]=2)[CH:1]=1)=[O:12]. Reported procedure: 43 mmol (8.2 g) naphthalen-2-carboxylic acid chloride is dissolved in 50 mL dioxane and dropwise added to a solution of 112 mmol (10.0 g) 4-amino-butan-1-ol in 100 mL dioxane and stirred overnight at room temperature. The mixture is then poured into 200 mL of ice water and filtrated. The white solid separated is dried under vacuum. Starting materials: BrP(Br)Br, ClCCl, ClC(Cl)Cl, OC(c1ccc2occc2c1)c1ccccn1. Yields the product c1ccc(Cc2ccc3occc3c2)nc1. RXN SMILES: [Br:18][P:19]([Br:20])[Br:21].[Cl:22][CH2:23][Cl:24].[Cl:25][CH:26]([Cl:27])[Cl:28].[o:1]1[cH:2][cH:3][c:4]2[c:5]1[cH:6][cH:7][c:8]([CH:10]([OH:11])[c:12]1[n:13][cH:14][cH:15][cH:16][cH:17]1)[cH:9]2>>[o:1]1[cH:2][cH:3][c:4]2[c:5]1[cH:6][cH:7][c:8]([CH2:10][c:12]1[n:13][cH:14][cH:15][cH:16][cH:17]1)[cH:9]2. The reactants are BrC=1C=C2C(C(=CN(C2=NC1)CC)C(=O)O)=O (6-Bromo-1-ethyl-4-oxo-1,4-dihydro-1,8-naphthyridine-3-carboxylic acid), BrC=1C=C2C(C(=CN(C2=NC1)CC)C(=O)O)=O (6-Bromo-1-ethyl-4-oxo-1,4-dihydro-1,8-naphthyridine-3-carboxylic acid), BrC=1C=C2C(C(=CN(C2=NC1)CC)C(=O)O)=O (6-Bromo-1-ethyl-4-oxo-1,4-dihydro-1,8-naphthyridine-3-carboxylic acid), C1(=CC=CC=C1)P(C1=CC=CC=C1)C1=CC=CC=C1 (triphenylphosphine), N(=NC(=O)OCC)C(=O)OCC (Diethyl azodicarboxylate). The solvent is O1CCCC1 (tetrahydrofuran). Conditions: time 16 hour. The product is BrC=1C=C2C(C(=CN(C2=NC1)CC)C(=O)OCCCO)=O (3-hydroxypropyl 6-bromo-1-ethyl-4-oxo-1,4-dihydro-1,8-naphthyridine-3-carboxylate). Isolated yield 75.3%. RXN SMILES: [Br:1][C:2]1[CH:3]=[C:4]2[C:9](=[N:10][CH:11]=1)[N:8]([CH2:12][CH3:13])[CH:7]=[C:6]([C:14]([OH:16])=[O:15])[C:5]2=[O:17].[C:18]1(P(C2C=CC=CC=2)C2C=CC=CC=2)[CH:23]=CC=C[CH:19]=1.N(C(OCC)=O)=NC(OCC)=[O:40]>O1CCCC1>[Br:1][C:2]1[CH:3]=[C:4]2[C:9](=[N:10][CH:11]=1)[N:8]([CH2:12][CH3:13])[CH:7]=[C:6]([C:14]([O:16][CH2:19][CH2:18][CH2:23][OH:40])=[O:15])[C:5]2=[O:17]. Procedure details: 6-Bromo-1-ethyl-4-oxo-1,4-dihydro-1,8-naphthyridine-3-carboxylic acid (2.0 g, 6.73 mM), propane-1,3-diol (Intermediate 22, 2.047 g, 26.93 mmol) and triphenylphosphine (7.058 g, 26.93 mmol) were dissolved in tetrahydrofuran (80 mL). Diethyl azodicarboxylate (DEAD) (3.51 g, 20.02 mmol) was added and the mixture was stirred for 16 h at room temperature. The solvent was evaporated under reduced pressure and water (100 mL) was added to the residue. The aqueous mixture was extracted with ethyl acetate... The reactants are C(=O)C=1C=C(C=CC1)C1=NC(=NO1)C1=CC(=C(OCC(CNC(CO)=O)O)C(=C1)C)C (rac-N-(3-{4-[5-(3-formyl-phenyl)-[1,2,4]oxadiazol-3-yl]-2,6-dimethyl-phenoxy}-2-hydroxy-propyl)-2-hydroxy-acetamide), C(=O)C1=C(C=C(C(=O)O)C=C1)C (4-formyl-3-methyl benzoic acid), OCC(=O)NCC(COC1=C(C=C(C=C1C)C(NO)=N)C)O (rac-2-hydroxy-N-{2-hydroxy-3-[4-(N-hydroxycarbamimidoyl)-2,6-dimethyl-phenoxy]-propyl}-acetamide). Yields the product C(=O)C1=C(C=C(C=C1)C1=NC(=NO1)C1=CC(=C(OCC(CNC(CO)=O)O)C(=C1)C)C)C (rac-N-(3-{4-[5-(4-formyl-3-methyl-phenyl)-[1,2,4]oxadiazol-3-yl]-2,6-dimethyl-phenoxy}-2-hydroxy-propyl)-2-hydroxy-acetamide). Reaction SMILES: C(C1C=C(C2O[N:12]=[C:11]([C:14]3[CH:29]=[C:28]([CH3:30])[C:17]([O:18][CH2:19][CH:20]([OH:27])[CH2:21][NH:22][C:23](=[O:26])[CH2:24][OH:25])=[C:16]([CH3:31])[CH:15]=3)[N:10]=2)C=CC=1)=O.[CH:32]([C:34]1[CH:42]=[CH:41][C:37]([C:38]([OH:40])=O)=[CH:36][C:35]=1[CH3:43])=[O:33].OCC(NCC(O)COC1C(C)=CC(C(=N)NO)=CC=1C)=O>>[CH:32]([C:34]1[CH:42]=[CH:41][C:37]([C:38]2[O:40][N:12]=[C:11]([C:14]3[CH:15]=[C:16]([CH3:31])[C:17]([O:18][CH2:19][CH:20]([OH:27])[CH2:21][NH:22][C:23](=[O:26])[CH2:24][OH:25])=[C:28]([CH3:30])[CH:29]=3)[N:10]=2)=[CH:36][C:35]=1[CH3:43])=[O:33]. Reported procedure: The title compound was prepared in analogy to rac-N-(3-{4-[5-(3-formyl-phenyl)-[1,2,4]oxadiazol-3-yl]-2,6-dimethyl-phenoxy}-2-hydroxy-propyl)-2-hydroxy-acetamide, starting from 4-formyl-3-methyl benzoic acid and rac-2-hydroxy-N-{2-hydroxy-3-[4-(N-hydroxycarbamimidoyl)-2,6-dimethyl-phenoxy]-propyl}-acetamide. RXN SMILES: [C:1]([CH3:2])([CH3:3])([CH3:4])[O:5][C:6]([CH2:7][n:8]1[c:9](=[O:36])[n:10]([CH2:17][c:18]2[n:19][c:20]3[c:21]([n:22]2[CH2:23][CH2:24][CH:25]([CH3:26])[CH3:27])[cH:28][cH:29][c:30]([C:32]([NH:33][OH:34])=[NH:35])[cH:31]3)[c:11]2[c:12]1[cH:13][cH:14][cH:15][cH:16]2)=[O:37].[C:38]([OH:39])(=[O:40])[CH3:41]>>[C:1]([CH3:2])([CH3:3])([CH3:4])[O:5][C:6]([CH2:7][n:8]1[c:9](=[O:36])[n:10]([CH2:17][c:18]2[n:19][c:20]3[c:21]([n:22]2[CH2:23][CH2:24][CH:25]([CH3:26])[CH3:27])[cH:28][cH:29][c:30]([C:32](=[NH:33])[NH2:35])[cH:31]3)[c:11]2[c:12]1[cH:13][cH:14][cH:15][cH:16]2)=[O:37]. The product is CC(C)CCn1c(Cn2c(=O)n(CC(=O)OC(C)(C)C)c3ccccc32)nc2cc(C(=N)N)ccc21. Reactants: CC(C)CCn1c(Cn2c(=O)n(CC(=O)OC(C)(C)C)c3ccccc32)nc2cc(C(=N)NO)ccc21, CC(=O)O. Reactants: [C@H]1(CCC2=CC=CC=C12)NC1=NC2=CC=C(C=C2C=C1)N ((R)—N2-indan-1-yl-quinoline-2,6-diamine), C(C)N(C(C)C)C(C)C (ethyldiisopropylamine), Cl.CN(CCCN=C=NCC)C (1-(3-dimethylaminopropyl)-3-ethylcarbodiimide hydrochloride), F[B-](F)(F)F.N1(N=NC2=C1C=CC=C2)OC(=[N+](C)C)N(C)C (2-(1H-benzotriazole-1-yl)-1,1,3,3-tetramethyluronium tetrafluoroborate), FC1=C(C=CC=C1)CC(=O)O (2-fluorophenyl acetic acid). Solvent: O1CCCC1 (tetrahydrofurane), O (water). Conditions: time 3 hour. Product: FC1=CC=C(C=C1)CC(=O)NC=1C=C2C=CC(=NC2=CC1)N[C@@H]1CCC2=CC=CC=C12 (2-(4-Fluoro-phenyl)-N-[2-((R)-indan-1-ylamino)-quinolin-6-yl]-acetamide). Yield: 33.8%. Reaction SMILES: [C@H:1]1([NH:10][C:11]2[CH:20]=[CH:19][C:18]3[C:13](=[CH:14][CH:15]=[C:16]([NH2:21])[CH:17]=3)[N:12]=2)[C:9]2[C:4](=[CH:5][CH:6]=[CH:7][CH:8]=2)[CH2:3][CH2:2]1.C(N(C(C)C)C(C)C)C.Cl.CN(C)CCCN=C=NCC.[F:43][B-](F)(F)F.N1(OC(N(C)C)=[N+](C)C)C2C=CC=CC=2N=N1.F[C:66]1[CH:71]=[CH:70][CH:69]=[CH:68][C:67]=1[CH2:72][C:73]([OH:75])=O>O1CCCC1.O>[F:43][C:70]1[CH:69]=[CH:68][C:67]([CH2:72][C:73]([NH:21][C:16]2[CH:17]=[C:18]3[C:13](=[CH:14][CH:15]=2)[N:12]=[C:11]([NH:10][C@H:1]2[C:9]4[C:4](=[CH:5][CH:6]=[CH:7][CH:8]=4)[CH2:3][CH2:2]2)[CH:20]=[CH:19]3)=[O:75])=[CH:66][CH:71]=1 |f:2.3,4.5|. Procedure details: (R)—N2-indan-1-yl-quinoline-2,6-diamine (0.05 g, 0.18 mmol), ethyldiisopropylamine (0.068 mL, 0.4 mmol), 1-(3-dimethylaminopropyl)-3-ethylcarbodiimide hydrochloride (EDC-HCl, 0.038 mg, 0.2 mmol), 2-(1H-benzotriazole-1-yl)-1,1,3,3-tetramethyluronium tetrafluoroborate (HOBt, 0.027 mg, 0.2 mmol) and 2-fluorophenyl acetic acid (0.031 mg, 0.2 mmol) were dissolved in tetrahydrofurane (3.0 mL). The reaction mixture was stirred at ambient temperature for 3 h. Then it was diluted with water and extracted... The reactants are O (water), ClC1=NC(=NC(=C1CC(=O)OC)C)C (methyl (4-chloro-2,6-dimethyl-5-pyrimidinyl)-acetate), CC1=C(C=CC=C1)N1N=CC(C1)=O (1-(2-methylphenyl)-1H-pyrazol-4-on), C([O-])([O-])=O.[K+].[K+] (potassium carbonate). Run in CCOCC (ether), CN(C=O)C (dimethylformamide). Product: CC1=NC(=C(C(=N1)C)CC(=O)OC)OC=1C=NN(C1)C1=C(C=CC=C1)C (methyl 2-[2,4-dimethyl-6-(1-(2-methylphenyl)-1H-pyrazol4-yloxy)-pyrimidin-5-yl]-acetate). RXN SMILES: Cl[C:2]1[C:7]([CH2:8][C:9]([O:11][CH3:12])=[O:10])=[C:6]([CH3:13])[N:5]=[C:4]([CH3:14])[N:3]=1.[CH3:15][C:16]1[CH:21]=[CH:20][CH:19]=[CH:18][C:17]=1[N:22]1[CH2:26][C:25](=[O:27])[CH:24]=[N:23]1.C(=O)([O-])[O-].[K+].[K+].O>CN(C)C=O.CCOCC>[CH3:14][C:4]1[N:5]=[C:6]([CH3:13])[C:7]([CH2:8][C:9]([O:11][CH3:12])=[O:10])=[C:2]([O:27][C:25]2[CH:24]=[N:23][N:22]([C:17]3[CH:18]=[CH:19][CH:20]=[CH:21][C:16]=3[CH3:15])[CH:26]=2)[N:3]=1 |f:2.3.4|. Procedure details: A mixture of methyl (4-chloro-2,6-dimethyl-5-pyrimidinyl)-acetate (4.6 g, 21 mmol), 1-(2-methylphenyl)-1H-pyrazol-4-on (4.1 g, 23 mmol) and potassium carbonate (6.4 g, 46 mmol) in dimethylformamide (50 ml) is heated at +120° C. for 2 hours. Addition of water, extraction with ether and drying gives the intermediate methyl 2-[2,4-dimethyl-6-(1-(2-methylphenyl)-1H-pyrazol4-yloxy)-pyrimidin-5-yl]-acetate as an oil. Reactants: O=S1(C=2N(CCC1)C(N(C(C2C2=CC=CC=C2)=O)CCCNC(CC2=CC=CC=1N2C=CN1)=S)=O)=O (imidazo[1,2-a]pyridin-5-ylthioacetic acid [3-(1,1,6,8-tetraoxo-9-phenyl-2,3,4,8-tetrahydro-pyrimido[6,1-b][1,3]thiazin-7-yl)propyl]amide), Cl (hydrochloric acid). Solvent: CO (methanol). Yields the product Cl.O=S1(C=2N(CCC1)C(N(C(C2C2=CC=CC=C2)=O)CCCNC(CC2=CC=CC=1N2C=CN1)=S)=O)=O (imidazo[1,2-a]pyridin-5-ylthioacetic acid [3-(1,1,6,8-tetraoxo-9-phenyl-2,3,4,8-tetrahydro-pyrimido[6,1-b][1,3]thiazin-7-yl)propyl]amide hydrochloride). Reaction SMILES: [O:1]=[S:2]1(=[O:36])[CH2:7][CH2:6][CH2:5][N:4]2[C:8](=[O:35])[N:9]([CH2:19][CH2:20][CH2:21][NH:22][C:23](=[S:34])[CH2:24][C:25]3[N:30]4[CH:31]=[CH:32][N:33]=[C:29]4[CH:28]=[CH:27][CH:26]=3)[C:10](=[O:18])[C:11]([C:12]3[CH:17]=[CH:16][CH:15]=[CH:14][CH:13]=3)=[C:3]12.[ClH:37]>CO>[ClH:37].[O:36]=[S:2]1(=[O:1])[CH2:7][CH2:6][CH2:5][N:4]2[C:8](=[O:35])[N:9]([CH2:19][CH2:20][CH2:21][NH:22][C:23](=[S:34])[CH2:24][C:25]3[N:30]4[CH:31]=[CH:32][N:33]=[C:29]4[CH:28]=[CH:27][CH:26]=3)[C:10](=[O:18])[C:11]([C:12]3[CH:17]=[CH:16][CH:15]=[CH:14][CH:13]=3)=[C:3]12 |f:3.4|. Procedure details: To a solution of 390 mg (0.72 mmol) of imidazo[1,2-a]pyridin-5-ylthioacetic acid [3-(1,1,6,8-tetraoxo-9-phenyl-2,3,4,8-tetrahydro-pyrimido[6,1-b][1,3]thiazin-7-yl)propyl]amide in 10 ml of methanol, 0.07 ml (0.85 mmol) of concentrated hydrochloric acid was added. After the reaction mixture was concentrated to dryness, the residue was washed with diethyl ether to yield 370 mg (89.2%, white solid) of the desired product. Reactants: SCC(=O)OCC (ethyl 2-mercaptoacetate), [H-].[Na+] (sodium hydride), ClC1=C(CCN(C2=C1C=CC=C2)C(C2=CC=C(C=C2)[N+](=O)[O-])=O)C=O (2,3-dihydro-5-chloro-1-(4-nitrobenzoyl)-1H-1-benzazepine-4-carboxaldehyde). Solvent: CN(C=O)C (N,N-dimethylformamide), CN(C=O)C (N,N-dimethylformamide). Run at time 10 minute. The product is [N+](=O)([O-])C1=CC=C(C(=O)N2CCC3=C(C4=C2C=CC=C4)SC(=C3)C(=O)OCC)C=C1 (ethyl 4,5-dihydro-6-(4-nitrobenzoyl)-6H-thieno[3,2-d][1]benzazepine-2-carboxylate). Yield: 82.7%. Reaction SMILES: [H-].[Na+].[SH:3][CH2:4][C:5]([O:7][CH2:8][CH3:9])=[O:6].Cl[C:11]1[C:17]2[CH:18]=[CH:19][CH:20]=[CH:21][C:16]=2[N:15]([C:22](=[O:32])[C:23]2[CH:28]=[CH:27][C:26]([N+:29]([O-:31])=[O:30])=[CH:25][CH:24]=2)[CH2:14][CH2:13][C:12]=1[CH:33]=O>CN(C)C=O>[N+:29]([C:26]1[CH:27]=[CH:28][C:23]([C:22]([N:15]2[C:16]3[CH:21]=[CH:20][CH:19]=[CH:18][C:17]=3[C:11]3[S:3][C:4]([C:5]([O:7][CH2:8][CH3:9])=[O:6])=[CH:33][C:12]=3[CH2:13][CH2:14]2)=[O:32])=[CH:24][CH:25]=1)([O-:31])=[O:30] |f:0.1|. Reported procedure: To a slurry of 0.240 g (6.01 mmol) of sodium hydride (60% in oil) in 20 ml of N,N-dimethylformamide, chilled in an ice bath, is added 0.656 ml (6.01 mmol) of ethyl 2-mercaptoacetate. The mixture is stirred for 10 minutes and a slurry of 2.14 g (6.01 mmol) of 2,3-dihydro-5-chloro-1-(4-nitrobenzoyl)-1H-1-benzazepine-4-carboxaldehyde in 6 ml of N,N-dimethylformamide is added dropwise. The mixture is stirred at room temperature overnight and then concentrated under high vacuum. The residue is partit... The reactants are C=CCBr, CC(C)=O, COc1nc(C(F)(F)C(F)(F)F)cc(=O)n1-c1cc(O)c(Cl)cc1F, [Na+], [Na+], O=C([O-])[O-]. Product: C=CCOc1cc(-n2c(OC)nc(C(F)(F)C(F)(F)F)cc2=O)c(F)cc1Cl. As a reaction SMILES: [CH2:26]([CH:27]=[CH2:28])[Br:29].[CH3:36][C:37](=[O:38])[CH3:39].[Cl:1][c:2]1[cH:3][c:4]([F:25])[c:5](-[n:9]2[c:10]([O:23][CH3:24])[n:11][c:12]([C:16]([C:17]([F:18])([F:19])[F:20])([F:21])[F:22])[cH:13][c:14]2=[O:15])[cH:6][c:7]1[OH:8].[Na+:30].[Na+:31].[O-:32][C:33](=[O:34])[O-:35]>>[Cl:1][c:2]1[cH:3][c:4]([F:25])[c:5](-[n:9]2[c:10]([O:23][CH3:24])[n:11][c:12]([C:16]([C:17]([F:18])([F:19])[F:20])([F:21])[F:22])[cH:13][c:14]2=[O:15])[cH:6][c:7]1[O:8][CH2:28][CH:27]=[CH2:26].